This data is from the Open Reaction Database (ORD), a public repository of structured organic reaction records. The task is: describe an organic reaction: reactants, conditions, products, and yield Product: COc1ccc(C(Cc2ccccc2)NCC(O)c2cccnc2)cc1OC. Reactants: COc1ccc(C(Cc2ccccc2)NCC(O)c2ccc(Cl)nc2)cc1OC, CCO, [Na+], [OH-]. Reaction SMILES: [CH3:1][O:2][c:3]1[cH:4][c:5]([CH:11]([CH2:12][c:13]2[cH:14][cH:15][cH:16][cH:17][cH:18]2)[NH:19][CH2:20][CH:21]([c:22]2[cH:23][cH:24][c:25]([Cl:28])[n:26][cH:27]2)[OH:29])[cH:6][cH:7][c:8]1[O:9][CH3:10].[CH3:32][CH2:33][OH:34].[Na+:31].[OH-:30]>>[CH3:1][O:2][c:3]1[cH:4][c:5]([CH:11]([CH2:12][c:13]2[cH:14][cH:15][cH:16][cH:17][cH:18]2)[NH:19][CH2:20][CH:21]([c:22]2[cH:23][cH:24][cH:25][n:26][cH:27]2)[OH:29])[cH:6][cH:7][c:8]1[O:9][CH3:10]. Reactants: C[N+]1(CCOCC1)[O-] (NMMO), S(=O)(=O)([O-])S(=O)[O-].[Na+].[Na+].S(=O)([O-])S(=O)[O-].[Na+].[Na+] (sodium metabisulfite sodium dithionite), C1(=CC=CC=C1)CCCCCCCCNC(C1=CC(=C(C(=C1)C1=CC(=C(C=C1)F)C)OCCO)C1=CC(=C(C=C1)F)C)=O (N-8-phenyloctyl-3,5-bis-(4-fluoro-3-methylphenyl)-4-(2-hydroxyethoxy)benzamide), C[N+]1(CCOCC1)[O-] (NMMO), Cl (HCl). Reagents/catalysts: CCC[N+](CCC)(CCC)CCC.[O-][Ru](=O)(=O)=O (TPAP), CCC[N+](CCC)(CCC)CCC.[O-][Ru](=O)(=O)=O (TPAP), CCC[N+](CCC)(CCC)CCC.[O-][Ru](=O)(=O)=O (TPAP). The solvent is CC(=O)O (AcOH), C(C)#N (acetonitrile), CCOC(=O)C (EtOAc), CC(=O)O (AcOH), Hexanes. Run at time 2 hour. Yields the product FC1=C(C=C(C=C1)C1=C(C(=CC(=C1)C(NCCCCCCCCC1=CC=CC=C1)=O)C1=CC(=C(C=C1)F)C)OCC(=O)O)C ([4,4″-Difluoro-3,3″-dimethyl-5′-(8-phenyl-octylcarbamoyl)-[1,1′:3′,1″]terphenyl-2′-yloxy]acetic acid). Yield: 36.6%. As a reaction SMILES: [C:1]1([CH2:7][CH2:8][CH2:9][CH2:10][CH2:11][CH2:12][CH2:13][CH2:14][NH:15][C:16](=[O:43])[C:17]2[CH:22]=[C:21]([C:23]3[CH:28]=[CH:27][C:26]([F:29])=[C:25]([CH3:30])[CH:24]=3)[C:20]([O:31][CH2:32][CH2:33][OH:34])=[C:19]([C:35]3[CH:40]=[CH:39][C:38]([F:41])=[C:37]([CH3:42])[CH:36]=3)[CH:18]=2)[CH:6]=[CH:5][CH:4]=[CH:3][CH:2]=1.C[N+]1([O-])CC[O:48]CC1.S(S([O-])=O)([O-])(=O)=O.[Na+].[Na+].S(S([O-])=O)([O-])=O.[Na+].[Na+].Cl>C(#N)C.CCC[N+](CCC)(CCC)CCC.[O-][Ru](=O)(=O)=O.CC(O)=O.CCOC(C)=O>[F:29][C:26]1[CH:27]=[CH:28][C:23]([C:21]2[CH:22]=[C:17]([C:16](=[O:43])[NH:15][CH2:14][CH2:13][CH2:12][CH2:11][CH2:10][CH2:9][CH2:8][CH2:7][C:1]3[CH:6]=[CH:5][CH:4]=[CH:3][CH:2]=3)[CH:18]=[C:19]([C:35]3[CH:40]=[CH:39][C:38]([F:41])=[C:37]([CH3:42])[CH:36]=3)[C:20]=2[O:31][CH2:32][C:33]([OH:48])=[O:34])=[CH:24][C:25]=1[CH3:30] |f:2.3.4.5.6.7,10.11|. Reported procedure: To a solution of N-8-phenyloctyl-3,5-bis-(4-fluoro-3-methylphenyl)-4-(2-hydroxyethoxy)benzamide (320 mg, 0.546 mmol) in 5 mL acetonitrile at room temperature was added NMMO (162 mg, 1.2 mmol) and TPAP (38.3 mg, 0.109 mmol). The reaction was stirred for 2 hours then additional TPAP (38.3 mg, 0.109 mmol) was added. The reaction was stirred overnight and an additional amount of NMMO (14.7 mg, 0.109 mmol) and TPAP (19 mg, 0.546 mmol) were added. The reaction was then stirred for three more hours and... Starting materials: ClCCl, Cl[Sn](Cl)(Cl)Cl, CN(C)C=O, O, O=S(Cl)Cl, CCOC(=O)CCC(CSc1cccs1)C(=O)O. The product is CCOC(=O)CCC1CSc2sccc2C1=O. As a reaction SMILES: [CH2:34]([Cl:35])[Cl:36].[Cl:23][Sn:24]([Cl:25])([Cl:26])[Cl:27].[O:29]=[CH:30][N:31]([CH3:32])[CH3:33].[OH2:28].[S:1]([Cl:2])([Cl:3])=[O:4].[s:5]1[c:6]([S:10][CH2:11][CH:12]([C:13](=[O:14])[OH:15])[CH2:16][CH2:17][C:18](=[O:19])[O:20][CH2:21][CH3:22])[cH:7][cH:8][cH:9]1>>[s:5]1[c:6]2[c:7]([cH:8][cH:9]1)[C:13](=[O:15])[CH:12]([CH2:16][CH2:17][C:18](=[O:19])[O:20][CH2:21][CH3:22])[CH2:11][S:10]2. Reactants: C(C)N1CC2=C(C(C1)O)OC=C2 (5-ethyl-4,5,6,7-tetrahydrofuro[3,2-c]pyridin-7-ol), ClC=1C=C(C=CC1Cl)F (3,4-dichloro-1-fluorobenzene). Product: ClC=1C=C(C=CC1Cl)OC1C2=C(CN(C1)CC)C=CO2 (7-(3,4-Dichlorophenyloxy)-5-ethyl-4,5,6,7-tetrahydrofuro[3,2-c]pyridine). As a reaction SMILES: [CH2:1]([N:3]1[CH2:8][CH:7]([OH:9])[C:6]2[O:10][CH:11]=[CH:12][C:5]=2[CH2:4]1)[CH3:2].[Cl:13][C:14]1[CH:15]=[C:16](F)[CH:17]=[CH:18][C:19]=1[Cl:20]>>[Cl:13][C:14]1[CH:15]=[C:16]([O:9][CH:7]2[CH2:8][N:3]([CH2:1][CH3:2])[CH2:4][C:5]3[CH:12]=[CH:11][O:10][C:6]2=3)[CH:17]=[CH:18][C:19]=1[Cl:20]. Procedure details: The same method as in Example 1 was conducted using 5-ethyl-4,5,6,7-tetrahydrofuro[3,2-c]pyridin-7-ol (Reference Example 34) instead of 6-methyl-4,5,6,7-tetrahydrothieno[2,3-c]pyridin-4-ol (Reference Example 6) and was conducted using 3,4-dichloro-1-fluorobenzene instead of 1-fluoronaphthalene to give the objective compound. As a reaction SMILES: C[O:2][C:3]1[CH:21]=[CH:20][C:6]([CH2:7][CH:8]([C:14](=[O:19])[C:15]([F:18])([F:17])[F:16])C(OCC)=O)=[CH:5][CH:4]=1.Br.O>C(O)(=O)C>[F:16][C:15]([F:17])([F:18])[C:14](=[O:19])[CH2:8][CH2:7][C:6]1[CH:20]=[CH:21][C:3]([OH:2])=[CH:4][CH:5]=1. Product: FC(C(CCC1=CC=C(C=C1)O)=O)(F)F (1,1,1-trifluoro-4-(4-hydroxyphenyl)-butan-2-one). Starting materials: COC1=CC=C(CC(C(=O)OCC)C(C(F)(F)F)=O)C=C1 (ethyl 2-(4-methoxybenzyl)-3-oxo-4,4,4-trifluorobutanoate), Br (hydrogen bromide), O (water). Conditions: temperature 120 celsius. Procedure details: A 100 mL round bottom flask, fitted with reflux condenser, magnetic stirrer and argon inlet was charged with 2.05 g (6.7 mmol) of ethyl 2-(4-methoxybenzyl)-3-oxo-4,4,4-trifluorobutanoate (I), 20 mL of 31% (w/v) hydrogen bromide in acetic acid, and 10 mL of water. This mixture was heated overnight at 120° C., cooled, concentrated under reduced pressure and partitioned between dichloromethane and water. The organic layer was extracted sequentially with aqueous bisulfite, and saturated sodium bicar... The solvent is C(C)(=O)O (acetic acid).